From a dataset of the Open Reaction Database (ORD), a public repository of structured organic reaction records. describe an organic reaction: reactants, conditions, products, and yield Starting materials: OC=1C=C(C(C(=O)O)=CC1)C(=O)O (4-hydroxy-phthalic acid), Cl.C(C)OC(CN)=O (glycine ethyl ester HCl salt). The product is C(C)OC(CN1C(C2=CC=C(C=C2C1=O)O)=O)=O ((5-Hydroxy-1,3-dioxo-1,3-dihydro-isoindol-2-yl)-acetic acid ethyl ester). Reaction SMILES: [OH:1][C:2]1[CH:3]=[C:4]([C:11]([OH:13])=O)[C:5](=[CH:9][CH:10]=1)[C:6]([OH:8])=O.Cl.[CH2:15]([O:17][C:18](=[O:21])[CH2:19][NH2:20])[CH3:16]>>[CH2:15]([O:17][C:18](=[O:21])[CH2:19][N:20]1[C:11](=[O:13])[C:4]2[C:5](=[CH:9][CH:10]=[C:2]([OH:1])[CH:3]=2)[C:6]1=[O:8])[CH3:16] |f:1.2|. Procedure details: Prepared in analogy to example D-100 c) from 4-hydroxy-phthalic acid and glycine ethyl ester HCl salt. 1H NMR (200 MHz, DMSO-d6) δ 11.0 (br s, 1H), 7.74 (d, J=7.8 Hz, 1H), 7.17 (m, 2H), 4.35 (s, 2H), 4.13 (q, J=7.0 Hz, 2H), 1.20 (t, J=7.0 Hz, 3H). The reactants are CI (methyl iodide), C(C)(=O)OCC1=CC=C(C2=CC=CC=C12)C(NC[Si](C)(C)C)=S ((4{[(trimethylsilyl)methyl]carbamothioyl}naphthalen-1-yl)methyl acetate), CC(C)([O-])C.[K+] (potassium t-butoxide). Solvent: COC(C)(C)C (t-butyl methyl ether), C1CCOC1 (THF). Reaction conditions: time 20 minute. The product is C(C)(=O)OCC1=CC=C(C2=CC=CC=C12)/C(=N/C[Si](C)(C)C)/SC ({4-[(Z)-(methylsulfanyl){[(trimethylsilyl)methyl]imino}methyl]naphthalen-1-yl}methyl acetate). Yield: 88.1%. RXN SMILES: CI.[C:3]([O:6][CH2:7][C:8]1[C:17]2[C:12](=[CH:13][CH:14]=[CH:15][CH:16]=2)[C:11]([C:18](=[S:25])[NH:19][CH2:20][Si:21]([CH3:24])([CH3:23])[CH3:22])=[CH:10][CH:9]=1)(=[O:5])[CH3:4].[CH3:26]C(C)([O-])C.[K+]>C1COCC1.COC(C)(C)C>[C:3]([O:6][CH2:7][C:8]1[C:17]2[C:12](=[CH:13][CH:14]=[CH:15][CH:16]=2)[C:11](/[C:18](/[S:25][CH3:26])=[N:19]/[CH2:20][Si:21]([CH3:24])([CH3:23])[CH3:22])=[CH:10][CH:9]=1)(=[O:5])[CH3:4] |f:2.3|. Reported procedure: To a mixed solution of methyl iodide (0.60 g) and (4{[(trimethylsilyl)methyl]carbamothioyl}naphthalen-1-yl)methyl acetate (1.2 g) in THF (30 ml) was added potassium t-butoxide (0.45 g) gradually, and the mixture was stirred for 20 minutes at the same temperature. The mixture was diluted with t-butyl methyl ether and washed with water and a saturated aqueous brine, subsequently dried over magnesium sulfate. After filtering the reaction mixture, the solvent was distilled off under reduced pressure...